This data is from the Open Reaction Database (ORD), a public repository of structured organic reaction records. The task is: describe an organic reaction: reactants, conditions, products, and yield Reactants: [BH4-], CCO, [Na+], O=CC=Cc1ccc(-c2cccnn2)cc1. The product is OCC=Cc1ccc(-c2cccnn2)cc1. As a reaction SMILES: [BH4-:1].[CH3:19][CH2:20][OH:21].[Na+:2].[n:3]1[n:4][c:5](-[c:9]2[cH:10][cH:11][c:12]([CH:15]=[CH:16][CH:17]=[O:18])[cH:13][cH:14]2)[cH:6][cH:7][cH:8]1>>[n:3]1[n:4][c:5](-[c:9]2[cH:10][cH:11][c:12]([CH:15]=[CH:16][CH2:17][OH:18])[cH:13][cH:14]2)[cH:6][cH:7][cH:8]1. The reactants are CCOC1=CC=C2C(=C1)C(=CC(N2)(C)C)C (ethoxyquin), C(CC)(=O)O (propionic acid), 100. Run in O (water). Yields the product CCOC1=CC=C2C(=C1)C(=CC(N2)(C)C)C.C(CC)(=O)[O-] (Ethoxyquin propionate). Reaction SMILES: [CH3:1][CH2:2][O:3][C:4]1[CH:9]=[C:8]2[C:10]([CH3:16])=[CH:11][C:12]([CH3:15])([CH3:14])[NH:13][C:7]2=[CH:6][CH:5]=1.[C:17]([OH:21])(=[O:20])[CH2:18][CH3:19]>O>[CH3:1][CH2:2][O:3][C:4]1[CH:9]=[C:8]2[C:10]([CH3:16])=[CH:11][C:12]([CH3:15])([CH3:14])[NH:13][C:7]2=[CH:6][CH:5]=1.[C:17]([O-:21])(=[O:20])[CH2:18][CH3:19] |f:3.4|. Procedure: 100 g of ethoxyquin and 34 g of 100% propionic acid were mixed with stirring at room temperature. The resulting salt was liquid and had a viscosity of 100 cps at 20° C. With 5% of water added the viscosity was reduced to 60 cps at 20° C.